This data is from the Open Reaction Database (ORD), a public repository of structured organic reaction records. The task is: describe an organic reaction: reactants, conditions, products, and yield Reactants: Zinc iodide(II), C(#N)[BH3-].[Na+] (sodium cyanoborohydride), [Si](C)(C)(C(C)(C)C)OCCCCCCC#CC1(C(CSC2=CC(=CC=C12)OC)(C)C1=CC=C(C=C1)OC)O (4-[8-(t-Butyldimethylsilyloxy)-1-octynyl]-4-hydroxy-7-methoxy-3-(4-methoxyphenyl)-3-methylthiochroman). Solvent: ClCCCl (1,2-dichloroethane). Conditions: temperature 0 celsius, time 2 hour. The product is [Si](C)(C)(C(C)(C)C)OCCCCCCCCC1C(CSC2=CC(=CC=C12)OC)(C)C1=CC=C(C=C1)OC ((3RS,4RS)-4-[8-(t-Butyldimethylsilyloxy)-1-octyl]-7-methoxy-3-(4-methoxyphenyl)-3-methylthiochroman). Yield: 80.4%. RXN SMILES: [Si:1]([O:8][CH2:9][CH2:10][CH2:11][CH2:12][CH2:13][CH2:14][C:15]#[C:16][C:17]1(O)[C:26]2[C:21](=[CH:22][C:23]([O:27][CH3:28])=[CH:24][CH:25]=2)[S:20][CH2:19][C:18]1([C:30]1[CH:35]=[CH:34][C:33]([O:36][CH3:37])=[CH:32][CH:31]=1)[CH3:29])([C:4]([CH3:7])([CH3:6])[CH3:5])([CH3:3])[CH3:2].C([BH3-])#N.[Na+]>ClCCCl>[Si:1]([O:8][CH2:9][CH2:10][CH2:11][CH2:12][CH2:13][CH2:14][CH2:15][CH2:16][CH:17]1[C:26]2[C:21](=[CH:22][C:23]([O:27][CH3:28])=[CH:24][CH:25]=2)[S:20][CH2:19][C:18]1([C:30]1[CH:31]=[CH:32][C:33]([O:36][CH3:37])=[CH:34][CH:35]=1)[CH3:29])([C:4]([CH3:7])([CH3:6])[CH3:5])([CH3:2])[CH3:3] |f:1.2|. Procedure: 4-[8-(t-Butyldimethylsilyloxy)-1-octynyl]-4-hydroxy-7-methoxy-3-(4-methoxyphenyl)-3-methylthiochroman (14 g, 25.2 mmol) was dissolved in 1,2-dichloroethane (300 mL) and cooled to 0° C. Zinc iodide(II) (24.2 g, 75.69 mmol) and sodium cyanoborohydride (9.51 g, 151.38 mmol) was sequentially added and slowly warmed to room temperature and stirred for 2 hours. After the reaction was completed, the reaction solvent was removed under reduced pressure. The residue was poured into water and extracted wit... Starting materials: CC1(OB(OC1(C)C)C=1C=C2CC(NC2=CC1)=O)C (5-(4,4,5,5-tetramethyl-1,3,2-dioxaborolan-2-yl)indolin-2-one), BrC1=CN=C(S1)N(C[C@H]([C@@H](CO)C1=CC=C(C=C1)C(F)(F)F)NC(OC(C)(C)C)=O)C(=O)OC(C)(C)C (tert-butyl (2S,3S)-1-(5-bromothiazol-2-yl-(Boc)-amino)-4-hydroxy-3-(4-(trifluoromethyl)phenyl)butan-2-ylcarbamate), BrC1=CN=C(S1)N(C[C@H]([C@@H](C=O)C1=CC=C(C=C1)C(F)(F)F)NC(OC(C)(C)C)=O)C(=O)OC(C)(C)C (tert-butyl (2S,3S)-1-(5-bromothiazol-2-yl-(Boc)-amino)-4-oxo-3-(4-(trifluoromethyl)phenyl)butan-2-ylcarbamate), BrC1=CN=C(S1)N(C[C@H]([C@@H]([C@H](C)O)C1=CC=C(C=C1)C(F)(F)F)NC(OC(C)(C)C)=O)C(=O)OC(C)(C)C (tert-butyl (2S,3S,4S)-1-(5-bromothiazol-2-yl-(Boc)-amino)-4-hydroxy-3-(4-(trifluoromethyl)phenyl)pentan-2-ylcarbamate), CC(=O)OI1(C=2C=CC=CC2C(=O)O1)(OC(=O)C)OC(=O)C (Dess-Martin periodinane), BrC1=CN=C(S1)N(C[C@H]([C@@H](CO)C1=CC=C(C=C1)C(F)(F)F)NC(OC(C)(C)C)=O)C(=O)OC(C)(C)C (tert-butyl (2S,3S)-1-(5-bromothiazol-2-yl-(Boc)-amino)-4-hydroxy-3-(4-(trifluoromethyl)phenyl)butan-2-ylcarbamate), aldehyde tert-butyl (2S,3S)-1-(5-bromothiazol-2-yl-(Boc)-amino)-4-oxo-3-(4-(trifluoromethyl)-phenyl)butan-2-ylcarbamate, C[Mg]Br (methylmagnesium bromide). Product: N[C@H](CNC=1SC(=CN1)C=1C=C2CC(NC2=CC1)=O)[C@@H](C(C)O)C1=CC=C(C=C1)C(F)(F)F (5-(2-((2S,3S)-2-amino-4-hydroxy-3-(4-(trifluoromethyl)phenyl)pentylamino)thiazol-5-yl)indolin-2-one). As a reaction SMILES: Br[C:2]1[S:6][C:5]([N:7](C(OC(C)(C)C)=O)[CH2:8][C@@H:9]([NH:23]C(=O)OC(C)(C)C)[C@H:10]([C:13]2[CH:18]=[CH:17][C:16]([C:19]([F:22])([F:21])[F:20])=[CH:15][CH:14]=2)[CH2:11][OH:12])=[N:4][CH:3]=1.[CH3:38]C(OI1(OC(C)=O)(OC(C)=O)OC(=O)C2C=CC=CC1=2)=O.BrC1SC(N(C(OC(C)(C)C)=O)C[C@@H](NC(=O)OC(C)(C)C)[C@H](C2C=CC(C(F)(F)F)=CC=2)C=O)=NC=1.C[Mg]Br.BrC1SC(N(C(OC(C)(C)C)=O)C[C@@H](NC(=O)OC(C)(C)C)[C@H](C2C=CC(C(F)(F)F)=CC=2)[C@@H](O)C)=NC=1.CC1(C)C(C)(C)OB([C:146]2[CH:147]=[C:148]3[C:152](=[CH:153][CH:154]=2)[NH:151][C:150](=[O:155])[CH2:149]3)O1>>[NH2:23][C@@H:9]([C@H:10]([C:13]1[CH:18]=[CH:17][C:16]([C:19]([F:22])([F:20])[F:21])=[CH:15][CH:14]=1)[CH:11]([OH:12])[CH3:38])[CH2:8][NH:7][C:5]1[S:6][C:2]([C:146]2[CH:147]=[C:148]3[C:152](=[CH:153][CH:154]=2)[NH:151][C:150](=[O:155])[CH2:149]3)=[CH:3][N:4]=1. Reported procedure: The title compound was synthesized in a manner similar to Example 158 starting with tert-butyl (2S,3S)-1-(5-bromothiazol-2-yl-(Boc)-amino)-4-hydroxy-3-(4-(trifluoromethyl)phenyl)butan-2-ylcarbamate as shown in Scheme 36. After an oxidation with Dess-Martin periodinane, tert-butyl (2S,3S)-1-(5-bromothiazol-2-yl-(Boc)-amino)-4-hydroxy-3-(4-(trifluoromethyl)phenyl)butan-2-ylcarbamate was converted to tert-butyl (2S,3S)-1-(5-bromothiazol-2-yl-(Boc)-amino)-4-oxo-3-(4-(trifluoromethyl)phenyl)butan-2-y... The reactants are NC=1C(=C(C(=CC1)F)C(=O)C1=CNC2=NC=C(C=C21)Br)F ((3-amino-2,6-difluoro-phenyl)-(5-bromo-1H-pyrrolo[2,3-b]pyridin-3-yl)-methanone), ClCCl (dichloromethane), N1=CC=CC=C1 (pyridine), C(CC)S(=O)(=O)Cl (propane-1-sulfonyl chloride), N1=CC=CC=C1 (pyridine), C(CC)S(=O)(=O)Cl (propane-1-sulfonyl chloride). The solvent is O (water). Reaction conditions: time 8 hour. Product: BrC=1C=C2C(=NC1)NC=C2C(=O)C=2C(=C(C=CC2F)NS(=O)(=O)CCC)F (propane-1-sulfonic acid [3-(5-bromo-1H-pyrrolo[2,3-b]pyridine-3-carbonyl)-2,4-difluoro-phenyl]-amide). Yield: 49.7%. RXN SMILES: [NH2:1][C:2]1[C:3]([F:21])=[C:4]([C:9]([C:11]2[C:19]3[C:14](=[N:15][CH:16]=[C:17]([Br:20])[CH:18]=3)[NH:13][CH:12]=2)=[O:10])[C:5]([F:8])=[CH:6][CH:7]=1.ClCCl.N1C=CC=CC=1.[CH2:31]([S:34](Cl)(=[O:36])=[O:35])[CH2:32][CH3:33]>O>[Br:20][C:17]1[CH:18]=[C:19]2[C:11]([C:9]([C:4]3[C:3]([F:21])=[C:2]([NH:1][S:34]([CH2:31][CH2:32][CH3:33])(=[O:36])=[O:35])[CH:7]=[CH:6][C:5]=3[F:8])=[O:10])=[CH:12][NH:13][C:14]2=[N:15][CH:16]=1. Reported procedure: Into a reaction flask under nitrogen, (3-amino-2,6-difluoro-phenyl)-(5-bromo-1H-pyrrolo[2,3-b]pyridin-3-yl)-methanone (7, 13.00 g, 36.9 mmol) is combined with 150 mL of dichloromethane and anhydrous pyridine (5.84 g, 73.8 mmol), and propane-1-sulfonyl chloride (8, 6.05 g, 42.5 mmol) is added. The reaction is stirred at room temperature overnight, and additional pyridine (1.46 g, 18.5 mmol) and propane-1-sulfonyl chloride (1.51 g, 10.6 mmol) are added. The reaction is stirred at room temperature ...